From a dataset of the Open Reaction Database (ORD), a public repository of structured organic reaction records. describe an organic reaction: reactants, conditions, products, and yield Starting materials: [H-], COCCI, [Na+], CN(C)C=O, c1ccc2[nH]ccc2c1. The product is COCCn1ccc2ccccc21. RXN SMILES: [H-:1].[I:12][CH2:13][CH2:14][O:15][CH3:16].[Na+:2].[O:17]=[CH:18][N:19]([CH3:20])[CH3:21].[nH:3]1[cH:4][cH:5][c:6]2[cH:7][cH:8][cH:9][cH:10][c:11]12>>[n:3]1([CH2:13][CH2:14][O:15][CH3:16])[cH:4][cH:5][c:6]2[cH:7][cH:8][cH:9][cH:10][c:11]12. Starting materials: CC(Cl)c1cccnc1, O=C(O)c1c(Br)ccc2c1OCO2. Reagents/catalysts: O=C([O-])[O-].[Cs+].[Cs+] (cesium carbonate), [I-].[K+] (potassium iodide). Run in CN(C)C=O (DMF), CN(C)C=O (dmf), CN(C)C=O (DMF). Run at temperature 70 celsius, time 16 hour. Product: CC(OC(=O)c1c(Br)ccc2c1OCO2)c1cccnc1. Reactants: CC(C)(C)[Si](C)(C)Oc1ccc(C(O)C[N+](=O)[O-])cc1O[Si](C)(C)C(C)(C)C, CO, [H][H]. The product is CC(C)(C)[Si](C)(C)Oc1ccc(C(O)CN)cc1O[Si](C)(C)C(C)(C)C. RXN SMILES: [C:1]([CH3:2])([CH3:3])([CH3:4])[Si:5]([O:6][c:7]1[cH:8][c:9]([CH:21]([CH2:22][N+:23]([O-:24])=[O:25])[OH:26])[cH:10][cH:11][c:12]1[O:13][Si:14]([CH3:15])([CH3:16])[C:17]([CH3:18])([CH3:19])[CH3:20])([CH3:27])[CH3:28].[CH3:31][OH:32].[H:29][H:30]>>[C:1]([CH3:2])([CH3:3])([CH3:4])[Si:5]([O:6][c:7]1[cH:8][c:9]([CH:21]([CH2:22][NH2:23])[OH:26])[cH:10][cH:11][c:12]1[O:13][Si:14]([CH3:15])([CH3:16])[C:17]([CH3:18])([CH3:19])[CH3:20])([CH3:27])[CH3:28]. The reactants are B, C1CCOC1, CSC, O=C1CCS(=O)(=O)c2sccc21. The product is O=S1(=O)CCC(O)c2ccsc21. As a reaction SMILES: [BH3:16].[CH2:17]1[O:18][CH2:19][CH2:20][CH2:21]1.[CH3:13][S:14][CH3:15].[s:1]1[cH:2][cH:3][c:4]2[c:5]1[S:6](=[O:11])(=[O:12])[CH2:7][CH2:8][C:9]2=[O:10]>>[s:1]1[cH:2][cH:3][c:4]2[c:5]1[S:6](=[O:11])(=[O:12])[CH2:7][CH2:8][CH:9]2[OH:10]. Starting materials: BrC1=CC(=CC=C1)Br (1,3-dibromobenzene), C(C#C)O (propargyl alcohol), C(C#C)O (propargyl alcohol). Reagents/catalysts: C=1C=CC(=CC1)[P](C=2C=CC=CC2)(C=3C=CC=CC3)[Pd]([P](C=4C=CC=CC4)(C=5C=CC=CC5)C=6C=CC=CC6)([P](C=7C=CC=CC7)(C=8C=CC=CC8)C=9C=CC=CC9)[P](C=1C=CC=CC1)(C=1C=CC=CC1)C=1C=CC=CC1 (Pd(Ph3P)4), C=1C=CC(=CC1)[P](C=2C=CC=CC2)(C=3C=CC=CC3)[Pd]([P](C=4C=CC=CC4)(C=5C=CC=CC5)C=6C=CC=CC6)([P](C=7C=CC=CC7)(C=8C=CC=CC8)C=9C=CC=CC9)[P](C=1C=CC=CC1)(C=1C=CC=CC1)C=1C=CC=CC1 (Pd(Ph3P)4), [Cu]I (CuI), [Cu]I (CuI). Run in C(CC)N (n-propylamine). Run at time 20 hour. Product: OCC#CC=1C=C(C=CC1)C#CCO (3-[3-(3-Hydroxyprop-1-ynyl)phenyl]prop-2-yn-1-ol). Yield: 64.4%. RXN SMILES: Br[C:2]1[CH:7]=[CH:6][CH:5]=[C:4](Br)[CH:3]=1.[CH2:9]([OH:12])[C:10]#[CH:11]>C(N)CC.C1C=CC([P]([Pd]([P](C2C=CC=CC=2)(C2C=CC=CC=2)C2C=CC=CC=2)([P](C2C=CC=CC=2)(C2C=CC=CC=2)C2C=CC=CC=2)[P](C2C=CC=CC=2)(C2C=CC=CC=2)C2C=CC=CC=2)(C2C=CC=CC=2)C2C=CC=CC=2)=CC=1.[Cu]I>[OH:12][CH2:9][C:10]#[C:11][C:4]1[CH:3]=[C:2]([C:11]#[C:10][CH2:9][OH:12])[CH:7]=[CH:6][CH:5]=1 |^1:20,22,41,60|. Procedure details: A solution of 1,3-dibromobenzene (0.6 ml, 5.0 mmol) in n-propylamine (15 ml) is admixed successively with Pd(Ph3P)4 (116 mg, 2%), CuI (28 mg, 3%) and propargyl alcohol (0.9 ml, 15 mmol) and stirred at RT for 20 h. More Pd(Ph3P)4 (58 mg, 1%), CuI (14 mg, 1.5%) and propargyl alcohol (0.45 ml, 7.5 mmol) are then added, and the mixture is stirred at reflux for a further 6.5 h. After cooling, the reaction mixture is filtered off with suction over kieselguhr, and the filter cake is washed with ethyl a... Starting materials: COc1ccc(Br)c2oc(SC)nc12, C1COCCN1. Yields the product COc1ccc(Br)c2oc(N3CCOCC3)nc12. As a reaction SMILES: [Br:1][c:2]1[cH:3][cH:4][c:5]([O:13][CH3:14])[c:6]2[n:7][c:8]([S:11][CH3:12])[o:9][c:10]12.[CH2:15]1[CH2:16][O:17][CH2:18][CH2:19][NH:20]1>>[Br:1][c:2]1[cH:3][cH:4][c:5]([O:13][CH3:14])[c:6]2[n:7][c:8]([N:20]3[CH2:15][CH2:16][O:17][CH2:18][CH2:19]3)[o:9][c:10]12. Yields the product N1NCC2C1=CNC1(C2)CCN(CC1)C(=O)OC(C)(C)C (tert-butyl tetrahydrospiro[piperidine-4,5′-pyrazolo[3,4-c]pyridine]-1-carboxylate). RXN SMILES: Br[C:2]1[N:6](C(C)C)[N:5]=[CH:4][C:3]=1[CH2:10][C:11]1([N:24]=[C:25]=O)[CH2:16][CH2:15][N:14]([C:17]([O:19][C:20]([CH3:23])([CH3:22])[CH3:21])=[O:18])[CH2:13][CH2:12]1.C([Li])(C)(C)C>CC1CCCO1>[NH:6]1[C:2]2=[CH:25][NH:24][C:11]3([CH2:12][CH2:13][N:14]([C:17]([O:19][C:20]([CH3:22])([CH3:23])[CH3:21])=[O:18])[CH2:15][CH2:16]3)[CH2:10][CH:3]2[CH2:4][NH:5]1. Reactants: BrC1=C(C=NN1C(C)C)CC1(CCN(CC1)C(=O)OC(C)(C)C)N=C=O (tert-butyl 4-((5-bromo-1-isopropyl-1H-pyrazol-4-yl)methyl)-4-isocyanatopiperidine-1-carboxylate), C(C)(C)(C)[Li] (t-butyl lithium). Procedure details: To a mixture of tert-butyl 4-((5-bromo-1-isopropyl-1H-pyrazol-4-yl)methyl)-4-isocyanatopiperidine-1-carboxylate (1.4 g, 3.3 mmol) in 2-methyl tetrahydrofuran (10 mL) was added t-butyl lithium (1.7 M in hexane, 4.3 mL, 7.2 mmol) at −78° C., under argon. After the addition was complete the mixture was allowed to warm to room temperature and was stirred for 18 hours. The mixture was quenched with water (10 mL) and then diluted with ethyl acetate (20 mL). The layers were separated and the organic la... Solvent: CC1OCCC1 (2-methyl tetrahydrofuran). Yield: 79.3%. Conditions: time 18 hour.